From a dataset of the Open Reaction Database (ORD), a public repository of structured organic reaction records. describe an organic reaction: reactants, conditions, products, and yield Starting materials: BrC=1C=NC2=CC=CC=C2C1 (3-bromoquinoline), C(CC#C)O (3-butyn-1-ol), cuprous iodide. Reagents/catalysts: Cl[Pd]([P](C1=CC=CC=C1)(C2=CC=CC=C2)C3=CC=CC=C3)([P](C4=CC=CC=C4)(C5=CC=CC=C5)C6=CC=CC=C6)Cl (bis(triphenylphosphine)palladium chloride). The solvent is C(C)N(CC)CC (triethylamine), ClCCl (dichloromethane). Yields the product N1=CC(=CC2=CC=CC=C12)C#CCCO (4-(3-Quinolinyl)-3-butyn-1-ol). Yield: 136.9%. As a reaction SMILES: Br[C:2]1[CH:3]=[N:4][C:5]2[C:10]([CH:11]=1)=[CH:9][CH:8]=[CH:7][CH:6]=2.[CH2:12]([OH:16])[CH2:13][C:14]#[CH:15]>C(N(CC)CC)C.ClCCl.Cl[Pd](Cl)([P](C1C=CC=CC=1)(C1C=CC=CC=1)C1C=CC=CC=1)[P](C1C=CC=CC=1)(C1C=CC=CC=1)C1C=CC=CC=1>[N:4]1[C:5]2[C:10](=[CH:9][CH:8]=[CH:7][CH:6]=2)[CH:11]=[C:2]([C:15]#[C:14][CH2:13][CH2:12][OH:16])[CH:3]=1 |^1:29,48|. Procedure details: A solution of 3-bromoquinoline (13.57 mL, 0.10 mol) and 3-butyn-1-ol (9.0 mL, 0.12 mol) in 40 mL of triethylamine and 75 mL of dichloromethane is degassed by bubbling in dry nitrogen for 15 minutes, and 0.7 g (0.001 mol) of bis(triphenylphosphine)palladium chloride and 0.013 g of cuprous iodide are added. The flask is flushed with nitrogen and the mixture is heated to reflux for 5 hours. The cooled mixture is diluted with dichloromethane and washed with water, dried (sodium sulfate), and concent... Starting materials: O (water), BrC1=C(N=C2N1C=CC=N2)C2=CC=C(C=O)C=C2 (4-(3-bromoimidazo[1,2-a]pyrimidin-2-yl)benzaldehyde), C(CCC)[Sn](C=1SC=CN1)(CCCC)CCCC (2-(tributylstannyl)-1,3-thiazole), tetrakis triphenylphosphine palladium. Solvent: O1CCOCC1 (1,4-Dioxane). Run at temperature 100 celsius. Product: S1C(=NC=C1)C1=C(N=C2N1C=CC=N2)C2=CC=C(C=O)C=C2 (4-[3-(1,3-thiazol-2-yl)imidazo[1,2-a]pyrimidin-2-yl]benzaldehyde). As a reaction SMILES: Br[C:2]1[N:6]2[CH:7]=[CH:8][CH:9]=[N:10][C:5]2=[N:4][C:3]=1[C:11]1[CH:18]=[CH:17][C:14]([CH:15]=[O:16])=[CH:13][CH:12]=1.C([Sn](CCCC)(CCCC)[C:24]1[S:25][CH:26]=[CH:27][N:28]=1)CCC.O>O1CCOCC1>[S:25]1[CH:26]=[CH:27][N:28]=[C:24]1[C:2]1[N:6]2[CH:7]=[CH:8][CH:9]=[N:10][C:5]2=[N:4][C:3]=1[C:11]1[CH:18]=[CH:17][C:14]([CH:15]=[O:16])=[CH:13][CH:12]=1. Procedure: 0.5 g (1.65 mM) 4-(3-bromoimidazo[1,2-a]pyrimidin-2-yl)benzaldehyde is dissolved in 15 mL of 1,4-Dioxane. To this solution is added tetrakis triphenylphosphine palladium (200 mg) 40%. The reaction mixture is heated at 100° C. for 10 min. and 2-(tributylstannyl)-1,3-thiazole is added (681 mg, 1.81 mM). The reaction is heated (oil bath or microwave) at same temp for 5 h. The reaction is cooled to room temperature and 50 mL of water is added and the reaction mixture is extracted with ethyl acetate.... Starting materials: BrC=1C=CC2=C(N=C(O2)C2CCN(CC2)C(=O)OC(C)(C)C)C1 (Tert-butyl 4-(5-bromobenzo[d]oxazol-2-yl)piperidine-1-carboxylate), ClC1=C(C(=O)N)C=CC(=C1)B1OC(C(O1)(C)C)(C)C (2-chloro-4-(4,4,5,5-tetramethyl-1,3,2-dioxaborolan-2-yl)benzamide). Yields the product C(N)(=O)C1=C(C=C(C=C1)C=1C=CC2=C(N=C(O2)C2CCN(CC2)C(=O)OC(C)(C)C)C1)Cl (Tert-butyl 4-[5-(4-carbamoyl-3-chlorophenyl)benzo[d]oxazol-2-yl]piperidine-1-carboxylate). The yield is 13.7%. Reaction SMILES: Br[C:2]1[CH:3]=[CH:4][C:5]2[O:9][C:8]([CH:10]3[CH2:15][CH2:14][N:13]([C:16]([O:18][C:19]([CH3:22])([CH3:21])[CH3:20])=[O:17])[CH2:12][CH2:11]3)=[N:7][C:6]=2[CH:23]=1.[Cl:24][C:25]1[CH:33]=[C:32](B2OC(C)(C)C(C)(C)O2)[CH:31]=[CH:30][C:26]=1[C:27]([NH2:29])=[O:28]>>[C:27]([C:26]1[CH:30]=[CH:31][C:32]([C:2]2[CH:3]=[CH:4][C:5]3[O:9][C:8]([CH:10]4[CH2:15][CH2:14][N:13]([C:16]([O:18][C:19]([CH3:21])([CH3:20])[CH3:22])=[O:17])[CH2:12][CH2:11]4)=[N:7][C:6]=3[CH:23]=2)=[CH:33][C:25]=1[Cl:24])(=[O:28])[NH2:29]. Procedure details: Following the General Procedure-2, the titled compound (25 mg) was prepared from Intermediate 7 (150 mg, 0.4 mmol) and 2-chloro-4-(4,4,5,5-tetramethyl-1,3,2-dioxaborolan-2-yl)benzamide (110 mg, 0.4 mmol) as a brown solid. M.P.: 169-171° C. 1H-NMR (δ ppm, DMSO-d6, 400 MHz): 8.03 (s, 1H), 7.87 (bs, 1H), 7.82-7.75 (m, 2H), 7.73-7.66 (m, 2H), 7.59 (bs, 1H), 7.52 (d, J 7.9, 1H), 3.94 (d, J 12.9, 2H), 3.30-3.22 (m, 1H), 3.08-2.92 (m, 2H), 2.09 (d, J 10.6, 2H), 1.75-1.63 (m, 2H), 1.40 (s, 9H). Reaction SMILES: O1CCOCC1.[ClH:7].[C:8]([NH:11][C:12]1[CH:17]=[CH:16][C:15]([CH2:18][CH2:19][C:20]2[CH:25]=[CH:24][C:23]([CH2:26][C:27]([NH:29][NH:30]C(OC(C)(C)C)=O)=[O:28])=[CH:22][CH:21]=2)=[CH:14][CH:13]=1)(=[O:10])[CH3:9]>>[ClH:7].[NH:29]([C:27]([CH2:26][C:23]1[CH:22]=[CH:21][C:20]([CH2:19][CH2:18][C:15]2[CH:14]=[CH:13][C:12]([NH:11][C:8](=[O:10])[CH3:9])=[CH:17][CH:16]=2)=[CH:25][CH:24]=1)=[O:28])[NH2:30] |f:0.1,3.4|. Starting materials: O1CCOCC1.Cl (Hydrogen chloride dioxane), C(C)(=O)NC1=CC=C(C=C1)CCC1=CC=C(C=C1)CC(=O)NNC(=O)OC(C)(C)C (tert-butyl 2-({4-[(4-acetamidophenyl)ethyl]phenyl}acetyl)hydrazinecarboxylate). Reported procedure: 4M-Hydrogen chloride dioxane solution (1 ml, 4 mmol) was added to tert-butyl 2-({4-[(4-acetamidophenyl)ethyl]phenyl}acetyl)hydrazinecarboxylate (23 mg, 0.056 mmol), and the mixture was stirred at room temperature for 15 mins. The reaction mixture was concentrated under reduced pressure, dichloromethane was added, and the mixture was concentrated again, and hydrogen chloride gas was removed. The precipitate was collected by filtration, washed with diethyl ether and dried under reduced pressure to... Isolated yield 92.4%. Product: Cl.N(N)C(=O)CC1=CC=C(C=C1)CCC1=CC=C(C=C1)NC(C)=O (N-{4-[2-(4-hydrazinocarbonylmethylphenyl)ethyl]phenyl}acetamide hydrochloride). Conditions: time 15 minute. Reactants: C(C1=CC=CC=C1)(=O)Cl (benzoylchloride), [S-]C#N.[NH4+] (Ammoniumthiocyanat), NC1=NC=C(C=C1)Br (2-Amino-5-bromopyridine). Run in CC(=O)C (acetone), CC(=O)C (acetone). Conditions: time 20 minute. The product is BrC=1C=CC(=NC1)NC(=S)N ((5-Bromo-pyridine-2-yl)-thiourea). Isolated yield 63.0%. As a reaction SMILES: [S-:1][C:2]#[N:3].[NH4+].C(Cl)(=O)C1C=CC=CC=1.[NH2:14][C:15]1[CH:20]=[CH:19][C:18]([Br:21])=[CH:17][N:16]=1>CC(C)=O>[Br:21][C:18]1[CH:19]=[CH:20][C:15]([NH:14][C:2]([NH2:3])=[S:1])=[N:16][CH:17]=1 |f:0.1|. Procedure details: 1.1 Ammoniumthiocyanat (76 mmol, 1.2 eq.) is dissolved in acetone (75 ml) and benzoylchloride (1 eq.) is added dropwise. 20 min after stirring at RT, the reaction is heated to reflux. 2-Amino-5-bromopyridine (71 mmol) in acetone (50 ml) is added and 30 min heated to reflux. Afterwards, the reaction solution is poured onto ice. The precipitate is filtered and washed with water/methanol (1:1). The precipitate is dissolved in 2M NaOH (120 ml) at 80° C. and stirred 10 min at 80° C. The solution is p... Reactants: Fc1ccc2c(c1)OCc1ccccc1C2=CBr, O=C([O-])[O-], O=c1[nH]c2cc(B(O)O)ccc2n1C1CC1, [Na+], [Na+], C1COCCO1. The product is O=c1[nH]c2cc(C=C3c4ccccc4COc4cc(F)ccc43)ccc2n1C1CC1. RXN SMILES: [Br:17][CH:18]=[C:19]1[c:20]2[c:21]([cH:30][c:31]([F:34])[cH:32][cH:33]2)[O:22][CH2:23][c:24]2[c:25]1[cH:26][cH:27][cH:28][cH:29]2.[C:35](=[O:36])([O-:37])[O-:38].[CH:1]1([n:4]2[c:5](=[O:16])[nH:6][c:7]3[c:8]2[cH:9][cH:10][c:11]([B:13]([OH:14])[OH:15])[cH:12]3)[CH2:2][CH2:3]1.[Na+:39].[Na+:40].[O:41]1[CH2:42][CH2:43][O:44][CH2:45][CH2:46]1>>[CH:1]1([n:4]2[c:5](=[O:16])[nH:6][c:7]3[c:8]2[cH:9][cH:10][c:11]([CH:18]=[C:19]2[c:20]4[c:21]([cH:30][c:31]([F:34])[cH:32][cH:33]4)[O:22][CH2:23][c:24]4[c:25]2[cH:26][cH:27][cH:28][cH:29]4)[cH:12]3)[CH2:2][CH2:3]1. As a reaction SMILES: [CH2:1]=[C:2]1[O:6][C:4](=[O:5])[CH2:3]1.C([O-])(=O)C.[Na+].[CH3:12][N:13]([C:17]([O:19][C:20]([CH3:23])([CH3:22])[CH3:21])=[O:18])[CH2:14][CH2:15][OH:16]>>[C:4]([O:16][CH2:15][CH2:14][N:13]([CH3:12])[C:17]([O:19][C:20]([CH3:23])([CH3:22])[CH3:21])=[O:18])(=[O:5])[CH2:3][C:2]([CH3:1])=[O:6] |f:1.2|. Yields the product desired product, C(CC(=O)C)(=O)OCCN(C(=O)OC(C)(C)C)C (2-(N-methyl-N-t-butyloxycarbonylamino)ethyl acetoacetate). Starting materials: CN(CCO)C(=O)OC(C)(C)C (N-methyl-N-t-butyloxycarbonylethanolamine), C=C1CC(=O)O1 (diketene), C(C)(=O)[O-].[Na+] (sodium acetate). Reported procedure: To 84 g. (1.0 mole) of diketene contained in a three-necked round-bottom flask fitted with a mechanical stirrer addition funnel and reflux condenser and heated to 50° C. is added 500 mg. of sodium acetate followed by 175.2 g. (1.0 mole) of N-methyl-N-t-butyloxycarbonylethanolamine over a period of 20-30 minutes. The reaction mixture is allowed to stir at room temperature for 1 hour, after which it is distilled under reduced pressure to provide the desired product, 2-(N-methyl-N-t-butyloxycarbony... Reaction conditions: temperature 50 celsius, time 1 hour.